From a dataset of the Open Reaction Database (ORD), a public repository of structured organic reaction records. describe an organic reaction: reactants, conditions, products, and yield Starting materials: N1=CC=CC=C1 (pyridine), OCCCCCCCCCCCCCCCC(=O)OC(C)OC(CCCCCCCCCCCCCCCO)=O (Ethylidene bis (16-hydroxyhexadecanoate)), C(CCCCCCCCCCCCCCC)(=O)OCCCCCCCCCCCCCCCC(=O)Cl (16-hexadecanoyloxyhexadecanoyl chloride). Solvent: C1CCOC1 (THF), C1CCOC1 (THF). Conditions: time 2 hour. Yields the product ClC(=O)OCOC(C1=CC=CC=C1)=O (Benzoyloxymethyl chloroformate). Yield: 145.8%. RXN SMILES: OCCCCCCCCCCCCCCC[C:17]([O:19][CH:20]([O:22][C:23](=[O:40])[CH2:24][CH2:25][CH2:26][CH2:27][CH2:28][CH2:29]CCCCCCCCCO)C)=[O:18].N1C=CC=CC=1.C(OCCCCCCCCCCCCCCCC([Cl:82])=O)(=O)CCCCCCCCCCCCCCC>C1COCC1>[Cl:82][C:17]([O:19][CH2:20][O:22][C:23](=[O:40])[C:24]1[CH:25]=[CH:26][CH:27]=[CH:28][CH:29]=1)=[O:18]. Procedure details: Ethylidene bis (16-hydroxyhexadecanoate) (4.38 g, 7.67 mmol) was dissolved in THF (80 ml) and pyridine (0.61 g, 7.71 mmol) was added. 16-hexadecanoyloxyhexadecanoyl chloride (4.18 g, 7.90 mmol) was dissolved in THF (20 ml) and added dropwise. After 3 days at room temperature the mixture was filtered and the filtrate was left at -20° C. for 2 hours. The precipitated product was filtered and purified by flash chromatography (silicagel, chloroform) to give 2.4 g (29%) of the title compound. 1H NMR ... Starting materials: hydrazone, CC(C)([O-])C.[Na+] (sodium tert-butoxide), ClC=1C(=C2C(=NC1)N(C=C2)[Si](C(C)C)(C(C)C)C(C)C)C(=O)C2C[C@@H](CC2)N(CC2=CC=CC=C2)CC2=CC=CC=C2 ((5-Chloro-1-(triisopropylsilyl)-1H-pyrrolo[2,3-b]pyridin-4-yl)((3R)-3-(dibenzylamino)cyclopentyl)methanone), NN (hydrazine), CC(=O)O (AcOH). The reagents and catalysts are C(C)(=O)[O-].[Pd+2].C(C)(=O)[O-] (palladium (II) acetate), C1(CCCCC1)P(F)C(C)(C)C (CyPFt-Bu). The solvent is CN1CCCC1=O (NMP), CCO (EtOH). Run at temperature 90 celsius. The product is C(C1=CC=CC=C1)N(C1C[C@@H](CC1)C1=NNC=2C1=C1C(=NC2)NC=C1)CC1=CC=CC=C1 ((3R)—N,N-dibenzyl-3-(3,6-dihydropyrazolo[4,3-d]pyrrolo[2,3-b]pyridin-1-yl)cyclopentanamine). Isolated yield 99.6%. Reaction SMILES: Cl[C:2]1[C:3]([C:21]([CH:23]2[CH2:27][CH2:26][C@@H:25]([N:28]([CH2:36][C:37]3[CH:42]=[CH:41][CH:40]=[CH:39][CH:38]=3)[CH2:29][C:30]3[CH:35]=[CH:34][CH:33]=[CH:32][CH:31]=3)[CH2:24]2)=O)=[C:4]2[CH:10]=[CH:9][N:8]([Si](C(C)C)(C(C)C)C(C)C)[C:5]2=[N:6][CH:7]=1.[NH2:43][NH2:44].CC(O)=O.CC(C)([O-])C.[Na+]>CCO.CN1C(=O)CCC1.C([O-])(=O)C.[Pd+2].C([O-])(=O)C.C1(P(C(C)(C)C)F)CCCCC1>[CH2:36]([N:28]([CH2:29][C:30]1[CH:35]=[CH:34][CH:33]=[CH:32][CH:31]=1)[CH:25]1[CH2:26][CH2:27][C@@H:23]([C:21]2[C:3]3=[C:4]4[CH:10]=[CH:9][NH:8][C:5]4=[N:6][CH:7]=[C:2]3[NH:44][N:43]=2)[CH2:24]1)[C:37]1[CH:42]=[CH:41][CH:40]=[CH:39][CH:38]=1 |f:3.4,7.8.9|. Procedure: A mixture of (5-Chloro-1-(triisopropylsilyl)-1H-pyrrolo[2,3-b]pyridin-4-yl)((3R)-3-(dibenzylamino)cyclopentyl)methanone (1.5 g, 2.5 mmol), hydrazine (0.24 mL, 7.5 mmol), and AcOH (0.14 mL, 2.5 mmol) in EtOH (40 mL) was heated to reflux for about 8 h and at about 90° C. for about 16 h. The solvent was removed in vacuo and the residue was partitioned between saturated aqueous NaHCO3 (50 mL) and EtOAc (50 mL). The organic phase was separated and washed with brine (40 mL), dried over anhydrous MgSO4... Starting materials: [OH-].[Na+] (sodium hydroxide), O (water), 42.5, C(C)(=O)O[C@@H]1C[C@H]2CC[C@H]3[C@@H]4CCC([C@@]4(C)CC[C@@H]3[C@]2(CC1)C)=O (3β-acetoxy-5β-androstan-17-one), resultant mixture. The solvent is CO (methanol). Yields the product O[C@@H]1C[C@H]2CC[C@H]3[C@@H]4CCC([C@@]4(C)CC[C@@H]3[C@]2(CC1)C)=O (3β-hydroxy-5β-androstan-17-one). Yield: 98.5%. Reaction SMILES: [OH-].[Na+].O.C([O:7][C@H:8]1[CH2:25][CH2:24][C@@:23]2([CH3:26])[C@H:10]([CH2:11][CH2:12][C@@H:13]3[C@@H:22]2[CH2:21][CH2:20][C@@:18]2([CH3:19])[C@H:14]3[CH2:15][CH2:16][C:17]2=[O:27])[CH2:9]1)(=O)C>CO>[OH:7][C@H:8]1[CH2:25][CH2:24][C@@:23]2([CH3:26])[C@H:10]([CH2:11][CH2:12][C@@H:13]3[C@@H:22]2[CH2:21][CH2:20][C@@:18]2([CH3:19])[C@H:14]3[CH2:15][CH2:16][C:17]2=[O:27])[CH2:9]1 |f:0.1|. Procedure: A solution of 7.6 parts of sodium hydroxide in 25 parts of water is added to a solution of 42.5 parts of 3β-acetoxy-5β-androstan-17-one in 140 parts of methanol with stirring. The resultant mixture is heated to reflux for 2 hours whereupon distillation is initiated and 109 parts of methanol are removed. The remaining methanol is removed by evaporation and the resulting crystalline solid is diluted with water and stirred. The crystals are collected by filtration, washed with water until the washi... Reactants: BrBr (bromine), O1C(=CC=C1)C(C)O (1(2-furyl)-1-ethanol), O1CCCC1 (tetrahydrofuran). The solvent is O (water). Run at temperature 10 celsius. Yields the product CC1=C(C(=O)C=CO1)O (Maltol). The yield is 53.0%. As a reaction SMILES: [O:1]1CCCC1.BrBr.[O:8]1[CH:12]=[CH:11][CH:10]=[C:9]1[CH:13]([OH:15])[CH3:14]>O>[CH3:14][C:13]1[O:15][CH:12]=[CH:11][C:10](=[O:1])[C:9]=1[OH:8]. Procedure: To a 4-neck round bottom flask equipped with a thermometer, a condensor and two addition funnels was charged 50 ml of tetrahydrofuran and 50 ml of water and the solution was cooled to 10° C. To this well stirred solution was added together in the two addition funnels bromine (0.20 mole) and 1(2-furyl)-1-ethanol (0.09 mole). The temperature of the reaction was maintained at 15° C. throughout the double addition. The reaction mixture was then heated to 75° C. for 10 hours. Maltol was isolated by t... The reactants are O=C([O-])[O-], Cc1cccc(O)c1[N+](=O)[O-], COCCBr, [K+], [K+], CN(C)C=O, O, Oc1ccccc1. The product is COCCOc1cccc(C)c1[N+](=O)[O-]. RXN SMILES: [C:19](=[O:20])([O-:21])[O-:22].[CH3:1][c:2]1[c:3]([N+:9](=[O:10])[O-:11])[c:4]([OH:8])[cH:5][cH:6][cH:7]1.[CH3:25][O:26][CH2:27][CH2:28][Br:29].[K+:23].[K+:24].[O:30]=[CH:31][N:32]([CH3:33])[CH3:34].[OH2:35].[OH:12][c:13]1[cH:14][cH:15][cH:16][cH:17][cH:18]1>>[CH3:1][c:2]1[c:3]([N+:9](=[O:10])[O-:11])[c:4]([O:8][CH2:28][CH2:27][O:26][CH3:25])[cH:5][cH:6][cH:7]1. Starting materials: CO, O=C(CCCCCCNC(=O)c1cc2cc(CCC(=O)NC(Cc3ccccc3)C(=O)OC3CCCC3)ccc2[nH]1)NOC1CCCCO1, ClCCl, O=C(O)C(F)(F)F, O=C(O)C(F)(F)F. The product is O=C(CCCCCCNC(=O)c1cc2cc(CCC(=O)NC(Cc3ccccc3)C(=O)OC3CCCC3)ccc2[nH]1)NO. RXN SMILES: [CH3:67][OH:68].[CH:1]1([O:6][C:7]([CH:8]([CH2:9][c:10]2[cH:11][cH:12][cH:13][cH:14][cH:15]2)[NH:16][C:17]([CH2:18][CH2:19][c:20]2[cH:21][c:22]3[cH:23][c:24]([C:29]([NH:30][CH2:31][CH2:32][CH2:33][CH2:34][CH2:35][CH2:36][C:37]([NH:38][O:39][CH:40]4[CH2:41][CH2:42][CH2:43][CH2:44][O:45]4)=[O:46])=[O:47])[nH:25][c:26]3[cH:27][cH:28]2)=[O:48])=[O:49])[CH2:2][CH2:3][CH2:4][CH2:5]1.[Cl:64][CH2:65][Cl:66].[F:50][C:51]([F:52])([F:53])[C:54]([OH:55])=[O:56].[F:57][C:58]([F:59])([F:60])[C:61]([OH:62])=[O:63]>>[CH:1]1([O:6][C:7]([CH:8]([CH2:9][c:10]2[cH:11][cH:12][cH:13][cH:14][cH:15]2)[NH:16][C:17]([CH2:18][CH2:19][c:20]2[cH:21][c:22]3[cH:23][c:24]([C:29]([NH:30][CH2:31][CH2:32][CH2:33][CH2:34][CH2:35][CH2:36][C:37]([NH:38][OH:39])=[O:46])=[O:47])[nH:25][c:26]3[cH:27][cH:28]2)=[O:48])=[O:49])[CH2:2][CH2:3][CH2:4][CH2:5]1. The reactants are C(C)(C)N1CCC(CC1)OC1=CC=2C=C3N(C2C=C1)CCNC3=O (8-(1-Isopropyl-piperidin-4-yloxy)-3,4-dihydro-2H-pyrazino[1,2-a]indol-1-one), [H-].[Na+] (sodium hydride), Cl.ClCC1=CC=NC=C1 (4-(chloromethyl)pyridine hydrochloride). Product: C(C)(C)N1CCC(CC1)OC1=CC=2C=C3N(C2C=C1)CCN(C3=O)CC3=CC=NC=C3 (8-(1-Isopropyl-piperidin-4-yloxy)-2-pyridin-4-ylmethyl-3,4-dihydro-2H-pyrazino[1,2-a]indol-1-one). Isolated yield 74.0%. RXN SMILES: [CH:1]([N:4]1[CH2:9][CH2:8][CH:7]([O:10][C:11]2[CH:19]=[CH:18][C:17]3[N:16]4[CH2:20][CH2:21][NH:22][C:23](=[O:24])[C:15]4=[CH:14][C:13]=3[CH:12]=2)[CH2:6][CH2:5]1)([CH3:3])[CH3:2].[H-].[Na+].Cl.Cl[CH2:29][C:30]1[CH:35]=[CH:34][N:33]=[CH:32][CH:31]=1>>[CH:1]([N:4]1[CH2:9][CH2:8][CH:7]([O:10][C:11]2[CH:19]=[CH:18][C:17]3[N:16]4[CH2:20][CH2:21][N:22]([CH2:29][C:30]5[CH:35]=[CH:34][N:33]=[CH:32][CH:31]=5)[C:23](=[O:24])[C:15]4=[CH:14][C:13]=3[CH:12]=2)[CH2:6][CH2:5]1)([CH3:3])[CH3:2] |f:1.2,3.4|. Procedure: The title compound was synthesized in analogy to example 17, from 8-(1-isopropyl-piperidin-4-yloxy)-3,4-dihydro-2H-pyrazino[1,2-a]indol-1-one (example 1), sodium hydride (2.4 equivalents) and 4-(chloromethyl)pyridine hydrochloride, to give the desired product as a light yellow solid (74%).